This data is from the Open Reaction Database (ORD), a public repository of structured organic reaction records. The task is: describe an organic reaction: reactants, conditions, products, and yield Reactants: C(C1=CC=CC=C1)OC(=O)N1CC(N(C2C(C12)C(=O)OCC)CC1=CC=C(C=C1)F)=O (ethyl 5-benzyloxycarbonyl-2-(4-fluorobenzyl)-3-oxo-2,5-diazabicyclo[4.1.0]heptane-7-carboxylate). The reagents and catalysts are [Pd] (palladium on carbon). The solvent is C(C)O (ethanol). The product is FC1=CC=C(CN2C(CNCC2=O)CC(=O)OCC)C=C1 (Ethyl [1-(4-fluorobenzyl)-6-oxo-piperazin-2-yl]acetate). Reaction SMILES: C(OC([N:11]1[CH:17]2[CH:15]([CH:16]2[C:18]([O:20][CH2:21][CH3:22])=[O:19])[N:14]([CH2:23][C:24]2[CH:29]=[CH:28][C:27]([F:30])=[CH:26][CH:25]=2)[C:13](=[O:31])[CH2:12]1)=O)C1C=CC=CC=1>[Pd].C(O)C>[F:30][C:27]1[CH:26]=[CH:25][C:24]([CH2:23][N:14]2[C:13](=[O:31])[CH2:12][NH:11][CH2:17][CH:15]2[CH2:16][C:18]([O:20][CH2:21][CH3:22])=[O:19])=[CH:29][CH:28]=1. Procedure: The lower Rf isomer of ethyl 5-benzyloxycarbonyl-2-(4-fluorobenzyl)-3-oxo-2,5-diazabicyclo[4.1.0]heptane-7-carboxylate (7.5 g, 17.5 mmol) and 10% palladium on carbon (940 mg; 0.05 mmol) in ethanol (200 mL) was stirred under an atmosphere of hydrogen (1 atm) at room temperature overnight. The product mixture was filtered through a pad of Celite, and concentrated under vacuum to provide the title compound. The structure was assigned by the analysis of HMQC, gHMBC and ROESY spectra. 1H NMR (400 MHz... Procedure: α-(Methoxyimino)-α-(1,2,5,6-tetrahydropyridin-3-yl)acetonitrile (D8) (0.5 g, 0.003 moles) was treated with 4-methoxyphenylchloroformate (0.5 ml, 0.0033 moles) as in the method of Example 1. The crude produce was triturated with pentane to give the title compound (E4) as a white crystalline solid (0.81 g, 85%) m.p. 75°-76° C. Isolated yield 85.6%. Reactants: CON=C(C#N)C=1CNCCC1 (α-(Methoxyimino)-α-(1,2,5,6-tetrahydropyridin-3-yl)acetonitrile), COC1=CC=C(C=C1)OC(=O)Cl (4-methoxyphenylchloroformate). RXN SMILES: [CH3:1][O:2][N:3]=[C:4]([C:7]1[CH2:8][NH:9][CH2:10][CH2:11][CH:12]=1)[C:5]#[N:6].[CH3:13][O:14][C:15]1[CH:20]=[CH:19][C:18]([O:21][C:22](Cl)=[O:23])=[CH:17][CH:16]=1>>[CH3:1][O:2][N:3]=[C:4]([C:7]1[CH2:8][N:9]([C:22]([O:21][C:18]2[CH:19]=[CH:20][C:15]([O:14][CH3:13])=[CH:16][CH:17]=2)=[O:23])[CH2:10][CH2:11][CH:12]=1)[C:5]#[N:6]. The product is CON=C(C#N)C=1CN(CCC1)C(=O)OC1=CC=C(C=C1)OC (α-(Methoxyimino)-α-[1,2,5,6-tetrahydro-1-(4-methoxyphenyloxycarbonyl)pyridin-3-yl]acetonitrile).